Dataset: the Open Reaction Database (ORD), a public repository of structured organic reaction records. Task: describe an organic reaction: reactants, conditions, products, and yield Reactants: ice water, FC1=CC=C(C=O)C=C1 (4-fluorobenzaldehyde), IC (iodomethane), FC1=CC=C(C=O)C=C1 (4-fluorobenzaldehyde), NCCCCO (4-amino-1-butanol), C([O-])([O-])=O.[K+].[K+] (potassium carbonate). The solvent is CS(=O)C (dimethylsulfoxide). Reaction conditions: temperature 95 celsius. Product: OCCCCN(C)C1=CC=C(C=O)C=C1 (4-(N-4-hydroxybutyl-N-methylamino)benzaldehyde). Reaction SMILES: F[C:2]1[CH:9]=[CH:8][C:5]([CH:6]=[O:7])=[CH:4][CH:3]=1.[NH2:10][CH2:11][CH2:12][CH2:13][CH2:14][OH:15].[C:16](=O)([O-])[O-].[K+].[K+].IC>CS(C)=O>[OH:15][CH2:14][CH2:13][CH2:12][CH2:11][N:10]([C:2]1[CH:9]=[CH:8][C:5]([CH:6]=[O:7])=[CH:4][CH:3]=1)[CH3:16] |f:2.3.4|. Procedure details: To a three-neck flask fitted with a mechanical stirrer, a thermometer, and a condenser is added 124.0 g (1 mole) of 4-fluorobenzaldehyde, 89.14 g (1 mole) of 4-amino-1-butanol, and 276.4 g (2 moles) of potassium carbonate, and dimethylsulfoxide The reaction mixture is then heated at 95° C. for about 3 hours until TLC indicates no more 4-fluorobenzaldehyde is present After cooling to room temperature, the solution is chilled to -10° C., and 141.9 g (1 mole) of iodomethane is added dropwise with s... Starting materials: C([O-])([O-])=O.[K+].[K+] (potassium carbonate), SCC1SC(OC1)(CCC(=O)OCC)CCC(=O)OCC (Diethyl 4-(mercaptomethyl)-1,3-oxathiolane-2,2-dipropanoate), C(CC)C1=C(OCC2CO2)C=CC(=C1O)C(C)=O (3-(2-n-propyl-3-hydroxy-4-acetylphenoxy)-1,2-epoxypropane). Yields the product C(C)(=O)C1=C(C(=C(OCC(CSCC2SC(OC2)(CCC(=O)OCC)CCC(=O)OCC)O)C=C1)CCC)O (Diethyl 4-[[[3-(4-acetyl-3-hydroxy-2-propylphenoxy)-2-hydroxypropyl]thio]methyl]-1,3-oxathiolane-2,2-dipropanoate), product. Yield: 92.0%. Reaction SMILES: [SH:1][CH2:2][CH:3]1[CH2:7][O:6][C:5]([CH2:15][CH2:16][C:17]([O:19][CH2:20][CH3:21])=[O:18])([CH2:8][CH2:9][C:10]([O:12][CH2:13][CH3:14])=[O:11])[S:4]1.[CH2:22]([C:25]1[C:35]([OH:36])=[C:34]([C:37](=[O:39])[CH3:38])[CH:33]=[CH:32][C:26]=1[O:27][CH2:28][CH:29]1[O:31][CH2:30]1)[CH2:23][CH3:24].C(=O)([O-])[O-].[K+].[K+]>>[C:37]([C:34]1[CH:33]=[CH:32][C:26]([O:27][CH2:28][CH:29]([OH:31])[CH2:30][S:1][CH2:2][CH:3]2[CH2:7][O:6][C:5]([CH2:8][CH2:9][C:10]([O:12][CH2:13][CH3:14])=[O:11])([CH2:15][CH2:16][C:17]([O:19][CH2:20][CH3:21])=[O:18])[S:4]2)=[C:25]([CH2:22][CH2:23][CH3:24])[C:35]=1[OH:36])(=[O:39])[CH3:38] |f:2.3.4|. Procedure: The title compound was prepared according to the procedure of Example 2 using the mercaptan produced in Example 1 (2.0 g, 0.0066 mol), 3-(2-n-propyl-3-hydroxy-4-acetylphenoxy)-1,2-epoxypropane (described in U.S. Pat. No. 4,565,882) (1.5 g, 0.006 mol) and anhydrous potassium carbonate (3.0 g). The crude product was chromatographed on silica gel using 40% ethyl acetate/hexane as eluent to give 3.22 g (92%) of the product as an oil. The reactants are CC1CCC(CO)N1C(=O)OC(C)(C)C, CC(C)OC(=O)N=NC(=O)OC(C)C, COC(=O)c1ccc(O)cc1, c1ccc(P(c2ccccc2)c2ccccc2)cc1. Product: COC(=O)c1ccc(OCC2CCC(C)N2C(=O)OC(C)(C)C)cc1. Reaction SMILES: [C:1](=[O:2])([O:3][C:4]([CH3:5])([CH3:6])[CH3:7])[N:8]1[CH:9]([CH2:14][OH:15])[CH2:10][CH2:11][CH:12]1[CH3:13].[O:46]=[C:47]([O:48][CH:49]([CH3:50])[CH3:51])[N:52]=[N:53][C:54]([O:55][CH:56]([CH3:57])[CH3:58])=[O:59].[OH:35][c:36]1[cH:37][cH:38][c:39]([C:40](=[O:41])[O:42][CH3:43])[cH:44][cH:45]1.[c:16]1([P:17]([c:18]2[cH:19][cH:20][cH:21][cH:22][cH:23]2)[c:24]2[cH:25][cH:26][cH:27][cH:28][cH:29]2)[cH:30][cH:31][cH:32][cH:33][cH:34]1>>[C:1](=[O:2])([O:3][C:4]([CH3:5])([CH3:6])[CH3:7])[N:8]1[CH:9]([CH2:14][O:15][c:36]2[cH:37][cH:38][c:39]([C:40](=[O:41])[O:42][CH3:43])[cH:44][cH:45]2)[CH2:10][CH2:11][CH:12]1[CH3:13]. Starting materials: COC1=C(CNC=2OCC3=C(N2)C=CC(=C3)N)C=CC=C1 (N2-(2-Methoxy-benzyl)-4H-benzo[d][1,3]oxazine-2,6-diamine), C1(CC1)C(=O)Cl (cyclopropanecarbonyl chloride). Procedure: To a vigorously stirred solution of N2-(2-methoxy-benzyl)-4H-benzo[d][1,3]oxazine-2,6-diamine (Example 4) (128 mg, 0.45 mmol; HPLC 0.41 min) in ethyl acetate (2 ml) and sat. sodium hydrogen carbonate-sol. (1.2 ml) at 23° C. was dropwise added cyclopropanecarbonyl chloride (50 ul, 0.54 mmol) and the mixture was stirred at 23° C. for 20 min. Diluted with ethyl acetate and water, separated phases, washed organic layer with brine and dried over sodium sulfate. Removal of the solvent in vacuum left a... Solvent: C(C)(=O)OCC (ethyl acetate), O (water), C(C)(=O)OCC (ethyl acetate), C(O)([O-])=O.[Na+] (sodium hydrogen carbonate). Yields the product COC1=C(CNC=2OCC3=C(N2)C=CC(=C3)NC(=O)C3CC3)C=CC=C1 (Cyclopropanecarboxylic acid [2-(2-methoxy-benzylamino)-4H-benzo[d][1,3]oxazin-6-yl]-amide). As a reaction SMILES: [CH3:1][O:2][C:3]1[CH:21]=[CH:20][CH:19]=[CH:18][C:4]=1[CH2:5][NH:6][C:7]1[O:8][CH2:9][C:10]2[CH:16]=[C:15]([NH2:17])[CH:14]=[CH:13][C:11]=2[N:12]=1.[CH:22]1([C:25](Cl)=[O:26])[CH2:24][CH2:23]1>C(OCC)(=O)C.C(=O)([O-])O.[Na+].O>[CH3:1][O:2][C:3]1[CH:21]=[CH:20][CH:19]=[CH:18][C:4]=1[CH2:5][NH:6][C:7]1[O:8][CH2:9][C:10]2[CH:16]=[C:15]([NH:17][C:25]([CH:22]3[CH2:24][CH2:23]3)=[O:26])[CH:14]=[CH:13][C:11]=2[N:12]=1 |f:3.4|. The yield is 60.1%. Reaction conditions: temperature 23 celsius, time 20 minute.